Dataset: the Open Reaction Database (ORD), a public repository of structured organic reaction records. Task: describe an organic reaction: reactants, conditions, products, and yield Reactants: ClC1=CC=C(C=C1)C(C)(C)NC(=O)CCN1C=NC(=C1C)C(=O)OCC (ethyl 1-{N-[1-(4-chlorophenyl)-1-methylethyl]-2carbamoylethyl}-5-methylimidazole-4-carboxylate), B.C1CCOC1 (borane THF). The product is ClC1=CC=C(C=C1)C(C)(C)NCCCN1C=NC(=C1C)CO (1-{3-[1-(4-chlorophenyl)-1-methylethylamino]propyl}-5-methylimidazol-4-yl-methanol). RXN SMILES: [Cl:1][C:2]1[CH:7]=[CH:6][C:5]([C:8]([NH:11][C:12]([CH2:14][CH2:15][N:16]2[C:20]([CH3:21])=[C:19]([C:22](OCC)=[O:23])[N:18]=[CH:17]2)=O)([CH3:10])[CH3:9])=[CH:4][CH:3]=1.B.C1COCC1>>[Cl:1][C:2]1[CH:7]=[CH:6][C:5]([C:8]([NH:11][CH2:12][CH2:14][CH2:15][N:16]2[C:20]([CH3:21])=[C:19]([CH2:22][OH:23])[N:18]=[CH:17]2)([CH3:10])[CH3:9])=[CH:4][CH:3]=1 |f:1.2|. Reported procedure: In a similar manner to Example 64b, a mixture of ethyl 1-{N-[1-(4-chlorophenyl)-1-methylethyl]-2carbamoylethyl}-5-methylimidazole-4-carboxylate (28.8 g, from Example 78) and borane/THF (303.4 ml, 400 ml THF, 1.0M solution) gave 1-{3-[1-(4-chlorophenyl)-1-methylethylamino]propyl}-5-methylimidazol-4-yl-methanol, m.p. 97°-99° C. Reactants: Cc1c(C(=O)OC(C)(C)C)oc2ccc(CO)c(O)c12, CI, [K+], [K+], O=C([O-])[O-], CN(C)C=O. Product: COc1c(CO)ccc2oc(C(=O)OC(C)(C)C)c(C)c12. As a reaction SMILES: [C:1]([CH3:2])([CH3:3])([CH3:4])[O:5][C:6](=[O:7])[c:8]1[o:9][c:10]2[c:11]([c:12]1[CH3:13])[c:14]([OH:20])[c:15]([CH2:18][OH:19])[cH:16][cH:17]2.[I:21][CH3:22].[K+:23].[K+:24].[O-:25][C:26]([O-:27])=[O:28].[O:29]=[CH:30][N:31]([CH3:32])[CH3:33]>>[C:1]([CH3:2])([CH3:3])([CH3:4])[O:5][C:6](=[O:7])[c:8]1[o:9][c:10]2[c:11]([c:12]1[CH3:13])[c:14]([O:20][CH3:26])[c:15]([CH2:18][OH:19])[cH:16][cH:17]2.